This data is from the Open Reaction Database (ORD), a public repository of structured organic reaction records. The task is: describe an organic reaction: reactants, conditions, products, and yield The product is CCOC(=O)C(C)(C)c1nc2ccc(Cl)nn2c1Cl. The reactants are CCOC(C)=O, O=C1CCC(=O)N1Cl, CCOC(=O)C(C)(C)c1cn2nc(Cl)ccc2n1, O. RXN SMILES: [CH3:28][CH2:29][O:30][C:31](=[O:32])[CH3:33].[Cl:19][N:20]1[C:21](=[O:22])[CH2:23][CH2:24][C:25]1=[O:26].[Cl:1][c:2]1[cH:3][cH:4][c:5]2[n:6]([n:7]1)[cH:8][c:9]([C:11]([C:12](=[O:13])[O:14][CH2:15][CH3:16])([CH3:17])[CH3:18])[n:10]2.[OH2:27]>>[Cl:1][c:2]1[cH:3][cH:4][c:5]2[n:6]([n:7]1)[c:8]([Cl:19])[c:9]([C:11]([C:12](=[O:13])[O:14][CH2:15][CH3:16])([CH3:17])[CH3:18])[n:10]2. The reactants are C1COCCO1, FC(F)(F)Oc1ccc(-c2ccc(Cl)nn2)cc1, [K+], [K+], Nc1ccc(B(O)O)cc1, O=C([O-])[O-], Cl[Pd]Cl, c1ccc(P(c2ccccc2)c2ccccc2)cc1, c1ccc(P(c2ccccc2)c2ccccc2)cc1. Product: Nc1ccc(-c2ccc(-c3ccc(OC(F)(F)F)cc3)nn2)cc1. As a reaction SMILES: [CH2:35]1[O:36][CH2:37][CH2:38][O:39][CH2:40]1.[Cl:1][c:2]1[n:3][n:4][c:5](-[c:8]2[cH:9][cH:10][c:11]([O:14][C:15]([F:16])([F:17])[F:18])[cH:12][cH:13]2)[cH:6][cH:7]1.[K+:29].[K+:30].[NH2:19][c:20]1[cH:21][cH:22][c:23]([B:26]([OH:27])[OH:28])[cH:24][cH:25]1.[O-:31][C:32]([O-:33])=[O:34].[Pd:41]([Cl:42])[Cl:43].[c:44]1([P:45]([c:46]2[cH:47][cH:48][cH:49][cH:50][cH:51]2)[c:52]2[cH:53][cH:54][cH:55][cH:56][cH:57]2)[cH:58][cH:59][cH:60][cH:61][cH:62]1.[c:63]1([P:64]([c:65]2[cH:66][cH:67][cH:68][cH:69][cH:70]2)[c:71]2[cH:72][cH:73][cH:74][cH:75][cH:76]2)[cH:77][cH:78][cH:79][cH:80][cH:81]1>>[c:2]1(-[c:23]2[cH:22][cH:21][c:20]([NH2:19])[cH:25][cH:24]2)[n:3][n:4][c:5](-[c:8]2[cH:9][cH:10][c:11]([O:14][C:15]([F:16])([F:17])[F:18])[cH:12][cH:13]2)[cH:6][cH:7]1.